Task: describe an organic reaction: reactants, conditions, products, and yield. Dataset: the Open Reaction Database (ORD), a public repository of structured organic reaction records The reactants are [Al+3], CCC(=O)Cl, COc1ccc2c(c1)C(C)(C)CCC2(C)C, [Cl-], [Cl-], [Cl-], ClCCl. The product is CCC(=O)c1cc2c(cc1OC)C(C)(C)CCC2(C)C. RXN SMILES: [Al+3:2].[C:5]([CH2:6][CH3:7])(=[O:8])[Cl:9].[CH3:10][O:11][c:12]1[cH:13][c:14]2[c:19]([cH:20][cH:21]1)[C:18]([CH3:22])([CH3:23])[CH2:17][CH2:16][C:15]2([CH3:24])[CH3:25].[Cl-:1].[Cl-:3].[Cl-:4].[Cl:26][CH2:27][Cl:28]>>[C:5]([CH2:6][CH3:7])(=[O:8])[c:21]1[c:12]([O:11][CH3:10])[cH:13][c:14]2[c:19]([cH:20]1)[C:18]([CH3:22])([CH3:23])[CH2:17][CH2:16][C:15]2([CH3:24])[CH3:25]. Starting materials: CC#N, Cl, NS(=O)(=O)Cl, OCCOc1cccc(-n2ccnc2)c1. The product is Cl, NS(=O)(=O)OCCOc1cccc(-n2ccnc2)c1. RXN SMILES: [CH3:22][C:23]#[N:24].[ClH:21].[S:1]([NH2:2])(=[O:3])(=[O:4])[Cl:5].[n:6]1(-[c:11]2[cH:12][c:13]([O:14][CH2:15][CH2:16][OH:17])[cH:18][cH:19][cH:20]2)[cH:7][n:8][cH:9][cH:10]1>>[ClH:5].[S:1]([NH2:2])(=[O:3])(=[O:4])[O:17][CH2:16][CH2:15][O:14][c:13]1[cH:12][c:11](-[n:6]2[cH:7][n:8][cH:9][cH:10]2)[cH:20][cH:19][cH:18]1. The reactants are COC(=O)Cc1coc2c(OC)cccc12, CO, Cl, [Na+], [OH-], O. The product is COc1cccc2c(CC(=O)O)coc12. RXN SMILES: [CH3:1][O:2][c:3]1[cH:4][cH:5][cH:6][c:7]2[c:8]([CH2:12][C:13](=[O:14])[O:15][CH3:16])[cH:9][o:10][c:11]12.[CH3:21][OH:22].[ClH:19].[Na+:18].[OH-:17].[OH2:20]>>[CH3:1][O:2][c:3]1[cH:4][cH:5][cH:6][c:7]2[c:8]([CH2:12][C:13](=[O:14])[OH:15])[cH:9][o:10][c:11]12. Starting materials: ONC(=N)N1CCN(CC1)C(=O)OC(C)(C)C (tert-butyl 4-(N-hydroxycarbamimidoyl)piperazine-1-carboxylate), C(C)(=O)OC(C)=O (acetic anhydride), O (water). Solvent: N1=CC=CC=C1 (pyridine). Reaction conditions: temperature 80 celsius. The product is CC1=NC(=NO1)N1CCN(CC1)C(=O)OC(C)(C)C (tert-Butyl 4-(5-methyl-1,2,4-oxadiazol-3-yl)piperazine-1-carboxylate). Yield: 91.3%. RXN SMILES: [OH:1][NH:2][C:3]([N:5]1[CH2:10][CH2:9][N:8]([C:11]([O:13][C:14]([CH3:17])([CH3:16])[CH3:15])=[O:12])[CH2:7][CH2:6]1)=[NH:4].[C:18](OC(=O)C)(=O)[CH3:19].O>N1C=CC=CC=1>[CH3:18][C:19]1[O:1][N:2]=[C:3]([N:5]2[CH2:6][CH2:7][N:8]([C:11]([O:13][C:14]([CH3:17])([CH3:16])[CH3:15])=[O:12])[CH2:9][CH2:10]2)[N:4]=1. Procedure details: To a solution of tert-butyl 4-(N-hydroxycarbamimidoyl)piperazine-1-carboxylate (771 mg, 3.16 mmol) in pyridine (8 mL) was added acetic anhydride (320 L, 3.42 mmol) and the reaction was heated to 80° C. for 3 h. The mixture was cooled to room temperature, poured into water and extracted with EtOAc. The organic layer was washed with water and brine, dried (Na2SO4) and concentrated under reduced pressure to yield 774 mg of a yellow solid. After purification by flash chromatography (silica, gradient... The reactants are C1(CCCCCCC1)=O (cyclo-octanone), ClC1=CC(=CC=C1)C(=O)OO (meta-chloroperbenzoic acid), Na2S2O5, C(=O)(O)[O-].[Na+] (NaHCO3). Run in ClC(C)Cl (dichloroethane). Run at temperature 80 celsius, time 18 hour. Product: O1C(CCCCCCC1)=O (Oxonan-2-One). The yield is 73.4%. As a reaction SMILES: [C:1]1(=[O:9])[CH2:8][CH2:7][CH2:6][CH2:5][CH2:4][CH2:3][CH2:2]1.ClC1C=CC=C(C(OO)=[O:18])C=1.C([O-])(O)=O.[Na+]>ClC(Cl)C>[O:18]1[CH2:2][CH2:3][CH2:4][CH2:5][CH2:6][CH2:7][CH2:8][C:1]1=[O:9] |f:2.3|. Procedure: 43.5 g (345 mmol) of cyclo-octanone is placed in solution in 430 ml of dichloroethane. 170 g (985 mmol) of meta-chloroperbenzoic acid is then added. The medium is heated to 80° C. for 48 hours. At room temperature, 400 ml of a Na2S2O5 and NaHCO3 saturated solution (1/1 v/v) are added. The medium is stirred vigorously for 18 hours. The organic phase is separated and contacted with Kl and H2O for 6 hours. The organic phase is separated and washed with a saturated solution of Na2S2O3, a saturated s...